This data is from the Open Reaction Database (ORD), a public repository of structured organic reaction records. The task is: describe an organic reaction: reactants, conditions, products, and yield Reactants: ClC1=CC=C(C=C1)C1(CCC1)C(C(C(C)C)=O)N(C)C (1-[1-(4-chlorophenyl)cyclobutyl]-1-dimethylamino-3-methylbutan-2-one), C(C(=O)O)(=O)O (oxalic acid), CO (methanol). The solvent is O (water). Product: Cl.ClC1=CC=C(C=C1)C1(CCC1)C(C(C(C)C)=O)N(C)C (1-[1-(4-chlorophenyl)cyclobutyl]-1-dimethylamino-3-methylbutan-2-one hydrochloride). As a reaction SMILES: [Cl:1][C:2]1[CH:7]=[CH:6][C:5]([C:8]2([CH:12]([N:18]([CH3:20])[CH3:19])[C:13](=[O:17])[CH:14]([CH3:16])[CH3:15])[CH2:11][CH2:10][CH2:9]2)=[CH:4][CH:3]=1.C(O)(=O)C(O)=O.CO>O>[ClH:1].[Cl:1][C:2]1[CH:3]=[CH:4][C:5]([C:8]2([CH:12]([N:18]([CH3:20])[CH3:19])[C:13](=[O:17])[CH:14]([CH3:15])[CH3:16])[CH2:9][CH2:10][CH2:11]2)=[CH:6][CH:7]=1 |f:4.5|. Reported procedure: 1-[1-(4-chlorophenyl)cyclobutyl]-1-dimethylamino-3-methylbutan-2-one (1 g prepared in a similar manner to that described in Example 47 and having a boiling point range 144°-148° C./2 mm Hg) was heated under reflux for 20 minutes with a mixture of 30% aqueous oxalic acid solution (9 ml) and methanol (90 ml). The reaction mixture was poured into water and the aqueous mixture was washed with ether, basified and extracted with ether. The solvent was removed from the dried ethereal extract and the re... Reactants: Br, O=C(NCc1nnc(-c2ccc(OCc3ccccc3)cc2)o1)OCc1ccccc1, CCOCC, CC(=O)O. The product is NCc1nnc(-c2ccc(OCc3ccccc3)cc2)o1. RXN SMILES: [BrH:37].[CH2:1]([c:2]1[cH:3][cH:4][cH:5][cH:6][cH:7]1)[O:8][c:9]1[cH:10][cH:11][c:12](-[c:15]2[n:16][n:17][c:18]([CH2:20][NH:21][C:22](=[O:23])[O:24][CH2:25][c:26]3[cH:27][cH:28][cH:29][cH:30][cH:31]3)[o:19]2)[cH:13][cH:14]1.[CH3:32][CH2:33][O:34][CH2:35][CH3:36].[CH3:38][C:39](=[O:40])[OH:41]>>[CH2:1]([c:2]1[cH:3][cH:4][cH:5][cH:6][cH:7]1)[O:8][c:9]1[cH:10][cH:11][c:12](-[c:15]2[n:16][n:17][c:18]([CH2:20][NH2:21])[o:19]2)[cH:13][cH:14]1. Starting materials: CCOC(=O)C1=C(O)c2ccccc2C(C)(C#N)C1=O, CC(C)(C)OC(=O)CN, Cl, C1COCCO1. The product is CC(C)(C)OC(=O)CNC(=O)C1=C(O)c2ccccc2C(C)(C#N)C1=O. Reaction SMILES: [C:1](#[N:2])[C:3]1([CH3:20])[C:4](=[O:19])[C:5]([C:14](=[O:15])[O:16][CH2:17][CH3:18])=[C:6]([OH:13])[c:7]2[cH:8][cH:9][cH:10][cH:11][c:12]21.[C:22]([CH3:23])([CH3:24])([CH3:25])[O:26][C:27]([CH2:28][NH2:29])=[O:30].[ClH:21].[O:31]1[CH2:32][CH2:33][O:34][CH2:35][CH2:36]1>>[C:1](#[N:2])[C:3]1([CH3:20])[C:4](=[O:19])[C:5]([C:14](=[O:15])[NH:29][CH2:28][C:27]([O:26][C:22]([CH3:23])([CH3:24])[CH3:25])=[O:30])=[C:6]([OH:13])[c:7]2[cH:8][cH:9][cH:10][cH:11][c:12]21. The reactants are O=C([O-])[O-], Cc1cc(C)c(CCl)c(C)c1, CC(C)=O, CN(C)C=O, O=C1c2cccc(O)c2C(=O)c2c(Cl)ccc(Cl)c21, [Cs+], [Cs+]. Yields the product Cc1cc(C)c(COc2cccc3c2C(=O)c2c(Cl)ccc(Cl)c2C3=O)c(C)c1. RXN SMILES: [C:20](=[O:21])([O-:22])[O-:23].[CH3:26][c:27]1[c:28]([CH2:29][Cl:30])[c:31]([CH3:36])[cH:32][c:33]([CH3:35])[cH:34]1.[CH3:37][C:38](=[O:39])[CH3:40].[CH3:41][N:42]([CH3:43])[CH:44]=[O:45].[Cl:1][c:2]1[cH:3][cH:4][c:5]([Cl:19])[c:6]2[c:15]1[C:14](=[O:16])[c:13]1[c:8]([c:9]([OH:17])[cH:10][cH:11][cH:12]1)[C:7]2=[O:18].[Cs+:24].[Cs+:25]>>[Cl:1][c:2]1[cH:3][cH:4][c:5]([Cl:19])[c:6]2[c:15]1[C:14](=[O:16])[c:13]1[c:8]([c:9]([O:17][CH2:29][c:28]3[c:27]([CH3:26])[cH:34][c:33]([CH3:35])[cH:32][c:31]3[CH3:36])[cH:10][cH:11][cH:12]1)[C:7]2=[O:18]. The reactants are CC(C)(C)c1ccc2c(c1)Cc1cc(C(C)(C)C)ccc1-2, [Li]CCCC, CCOCC, CCCCCC, Cl[Si](Cl)(C1CCCCC1)C1CCCCC1. Product: CC(C)(C)c1ccc2c(c1)Cc1c-2ccc(C(C)(C)C)c1[Si](Cl)(C1CCCCC1)C1CCCCC1. RXN SMILES: [C:1]([CH3:2])([CH3:3])([CH3:4])[c:5]1[cH:6][c:7]2[c:15]([cH:16][cH:17]1)-[c:14]1[c:9]([cH:10][c:11]([C:18]([CH3:19])([CH3:20])[CH3:21])[cH:12][cH:13]1)[CH2:8]2.[CH2:27]([Li:28])[CH2:29][CH2:30][CH3:31].[CH3:22][CH2:23][O:24][CH2:25][CH3:26].[CH3:47][CH2:48][CH2:49][CH2:50][CH2:51][CH3:52].[Cl:32][Si:33]([CH:34]1[CH2:35][CH2:36][CH2:37][CH2:38][CH2:39]1)([CH:40]1[CH2:41][CH2:42][CH2:43][CH2:44][CH2:45]1)[Cl:46]>>[C:1]([CH3:2])([CH3:3])([CH3:4])[c:5]1[cH:6][c:7]2[c:15]([cH:16][cH:17]1)-[c:14]1[c:9]([c:10]([Si:33]([Cl:32])([CH:34]3[CH2:35][CH2:36][CH2:37][CH2:38][CH2:39]3)[CH:40]3[CH2:41][CH2:42][CH2:43][CH2:44][CH2:45]3)[c:11]([C:18]([CH3:19])([CH3:20])[CH3:21])[cH:12][cH:13]1)[CH2:8]2. Starting materials: N1=C(C=CC=C1)CN (picolylamine), [OH-].[Na+] (NaOH), Cl.N1=C(C=CC=C1)CCl (2-picolyl chloride hydrochloride), [OH-].[Na+] (NaOH). The solvent is ClCCl (dichloromethane), O (water). Conditions: temperature 0 celsius. Product: N1=C(C=CC=C1)CN(CC1=NC=CC=C1)CC1=NC=CC=C1 (tris-(2-pyridylmethyl)-amine). Isolated yield 54.2%. RXN SMILES: Cl.[N:2]1[CH:7]=[CH:6][CH:5]=[CH:4][C:3]=1[CH2:8]Cl.[OH-].[Na+].[N:12]1[CH:17]=[CH:16][CH:15]=[CH:14][C:13]=1[CH2:18][NH2:19]>O.ClCCl>[N:2]1[CH:7]=[CH:6][CH:5]=[CH:4][C:3]=1[CH2:8][N:19]([CH2:8][C:3]1[CH:4]=[CH:5][CH:6]=[CH:7][N:2]=1)[CH2:18][C:13]1[CH:14]=[CH:15][CH:16]=[CH:17][N:12]=1 |f:0.1,2.3|. Procedure details: 5.0 g (30.5 mmoles) of 2-picolyl chloride hydrochloride were dissolved in 13 ml of water and 6 ml of 5.3 N NaOH were added to the resulting solution while cooling with ice. The red suspension obtained was cooled to 0° C. and a solution of 1.64 g (15.25 mmoles) of picolylamine in 26 ml of dichloromethane was added. The mixture was heated to room temperature and reacted with another 6 ml of 5.3 N NaOH over a period of several days during which measures were taken to ensure that the pH value did no...